The task is: describe an organic reaction: reactants, conditions, products, and yield. This data is from the Open Reaction Database (ORD), a public repository of structured organic reaction records. Starting materials: ClC(=O)OC(Cl)(Cl)Cl (trichloromethyl chloroformate), ON=C(C#N)C1=CC=C(C=C1)Cl (2-hydroxyimino-2-(4-chlorophenyl)acetonitrile), CN(C1=CC=CC=C1)C (dimethylaniline), resultant mixture, ClC(=O)ON=C(C#N)C1=CC=C(C=C1)Cl (2-chlorocarbonyloxyimino-2-(4-chlorophenyl)acetonitrile). Solvent: C1=CC=CC=C1 (benzene), ClCCl (dichloromethane), N1=CC=CC=C1 (pyridine), C(C)(C)(C)O (tert-butyl alcohol), ClCCl (dichloromethane), O1CCCC1 (tetrahydrofuran), O1CCOCC1 (dioxane). Run at time 5 hour. Yields the product C(C)(C)(C)OC(=O)ON=C(C#N)C1=CC=C(C=C1)Cl (2-tert-butoxycarbonyloxyimino-2-(4-chlorophenyl)acetonitrile). Reaction SMILES: [OH:1][N:2]=[C:3]([C:6]1[CH:11]=[CH:10][C:9]([Cl:12])=[CH:8][CH:7]=1)[C:4]#[N:5].CN(C)C1C=CC=CC=1.Cl[C:23]([O:25]C(Cl)(Cl)Cl)=[O:24].ClC(ON=[C:35]([C:38]1[CH:43]=CC(Cl)=C[CH:39]=1)C#N)=O>ClCCl.C1C=CC=CC=1.N1C=CC=CC=1.C(O)(C)(C)C.O1CCCC1.O1CCOCC1>[C:38]([O:25][C:23]([O:1][N:2]=[C:3]([C:6]1[CH:11]=[CH:10][C:9]([Cl:12])=[CH:8][CH:7]=1)[C:4]#[N:5])=[O:24])([CH3:35])([CH3:39])[CH3:43]. Reported procedure: A suspension of 2-hydroxyimino-2-(4-chlorophenyl)acetonitrile (6.75 g.) and dimethylaniline (4.5 g.) in a mixture of dichloromethane (70 ml.), dioxane (10 ml.) and tetrahydrofuran (10 ml.) was dropwise added to a solution of trichloromethyl chloroformate (phosgene dimer) (16 g.) in benzene (22 ml.) under ice-cooling, and the mixture was stirred for 5 hours at the same temperature and allowed to stand overnight. To the resultant mixture containing 2-chlorocarbonyloxyimino-2-(4-chlorophenyl)aceton...